Dataset: the Open Reaction Database (ORD), a public repository of structured organic reaction records. Task: describe an organic reaction: reactants, conditions, products, and yield Starting materials: NC1=CC=CC=C1 (aniline), TEA, ClC(=CC(=O)C=1C(=NC(=CC1Cl)C)Cl)Cl (3,3-dichloro-1-(2,4-dichloro-6-methyl-3-pyridinyl)-2-propen-1-one). Run in O1CCOCC1 (1,4-dioxane). Reaction conditions: temperature 0 celsius, time 2 hour. The product is N(C1=CC=CC=C1)C(=CC(=O)C=1C(=NC(=CC1Cl)C)Cl)NC1=CC=CC=C1 (3,3-dianilino-1-(2,4-dichloro-6-methyl-3-pyridinyl)-2-propen-1-one). The yield is 99.0%. As a reaction SMILES: Cl[C:2](Cl)=[CH:3][C:4]([C:6]1[C:7]([Cl:14])=[N:8][C:9]([CH3:13])=[CH:10][C:11]=1[Cl:12])=[O:5].[NH2:16][C:17]1[CH:22]=[CH:21][CH:20]=[CH:19][CH:18]=1>O1CCOCC1>[NH:16]([C:2]([NH:16][C:17]1[CH:22]=[CH:21][CH:20]=[CH:19][CH:18]=1)=[CH:3][C:4]([C:6]1[C:7]([Cl:14])=[N:8][C:9]([CH3:13])=[CH:10][C:11]=1[Cl:12])=[O:5])[C:17]1[CH:22]=[CH:21][CH:20]=[CH:19][CH:18]=1. Procedure: A solution of 3,3-dichloro-1-(2,4-dichloro-6-methyl-3-pyridinyl)-2-propen-1-one (5.2 g, 18.0 mmol) in 1,4-dioxane (25 mL) was cooled to 0° C. and aniline (5.1 mL, 55.0 mmol) and TEA (7.7 mL, 55.0 mmol) were added dropwise. The reaction mixture was stirred at 0° C. for 1 h and at room temperature for 2 h. The solvents were removed in vacuo. The residue was purified by passing it through a pad of silica gel with EtOAc:Hex (1:5) as the eluent to provide 3,3-dianilino-1-(2,4-dichloro-6-methyl-3-pyri... Reactants: ClC=1C=C(C=CC1)CC(=O)N[C@@H](C)C(=O)O (N-(3-chlorophenylacetyl)alanine), S1C(=CC=C1)CO (2-thiophenemethanol). Product: S1C(=CC=C1)COC([C@@H](NC(CC1=CC(=CC=C1)Cl)=O)C)=O (N-[(3-chlorophenyl)acetyl]alanine 2-thienylmethyl Ester). RXN SMILES: [Cl:1][C:2]1[CH:3]=[C:4]([CH2:8][C:9]([NH:11][C@H:12]([C:14]([OH:16])=[O:15])[CH3:13])=[O:10])[CH:5]=[CH:6][CH:7]=1.[S:17]1[CH:21]=[CH:20][CH:19]=[C:18]1[CH2:22]O>>[S:17]1[CH:21]=[CH:20][CH:19]=[C:18]1[CH2:22][O:15][C:14](=[O:16])[C@H:12]([CH3:13])[NH:11][C:9](=[O:10])[CH2:8][C:4]1[CH:5]=[CH:6][CH:7]=[C:2]([Cl:1])[CH:3]=1. Reported procedure: Following General Procedure C above, and using N-(3-chlorophenylacetyl alanine (from Example D above) and 2-thiophenemethanol (Aldrich) the title compound can be prepared. The reaction was monitored by tlc on silica gel and purification was by liquid chromatography using 3:7 EtOAc:hexane as the eluant. RXN SMILES: [Br:1]CC1C=CC(S(C)(=O)=O)=C(F)C=1.[F:14][C:15]([F:28])([F:27])[S:16]([C:19]1[CH:26]=[CH:25][C:22]([CH:23]=O)=[CH:21][CH:20]=1)(=[O:18])=[O:17]>>[Br:1][CH2:23][C:22]1[CH:25]=[CH:26][C:19]([S:16]([C:15]([F:28])([F:27])[F:14])(=[O:18])=[O:17])=[CH:20][CH:21]=1. Product: BrCC1=CC=C(C=C1)S(=O)(=O)C(F)(F)F (1-Bromomethyl-4-trifluoromethanesulfonyl-benzene). Procedure: The titled compound is prepared analogously to 4-bromomethyl-2-fluoro-1-methanesulfonyl-benzene by replacing 3-fluoro-4-methanesulfonyl-benzaldehyde with 4-trifluoromethanesulfonyl-benzaldehyde. Starting materials: BrCC1=CC(=C(C=C1)S(=O)(=O)C)F (4-bromomethyl-2-fluoro-1-methanesulfonyl-benzene), FC(S(=O)(=O)C1=CC=C(C=O)C=C1)(F)F (4-trifluoromethanesulfonyl-benzaldehyde). Starting materials: [N+](=O)([O-])C=1C=C(C=CC1)O (3-Nitro-phenol), BrCC1=CC=C(C=C1)C1=CC=CC=C1 (4-Bromomethyl-biphenyl), C([O-])([O-])=O.[K+].[K+] (Potassium carbonate). Solvent: CC(=O)C (acetone). Conditions: time 16 hour. Yields the product [N+](=O)([O-])C=1C=C(OCC2=CC=C(C=C2)C2=CC=CC=C2)C=CC1 (4-(3-Nitro-phenoxymethyl)-biphenyl). Reaction SMILES: [N+:1]([C:4]1[CH:5]=[C:6]([OH:10])[CH:7]=[CH:8][CH:9]=1)([O-:3])=[O:2].Br[CH2:12][C:13]1[CH:18]=[CH:17][C:16]([C:19]2[CH:24]=[CH:23][CH:22]=[CH:21][CH:20]=2)=[CH:15][CH:14]=1.C(=O)([O-])[O-].[K+].[K+]>CC(C)=O>[N+:1]([C:4]1[CH:5]=[C:6]([CH:7]=[CH:8][CH:9]=1)[O:10][CH2:12][C:13]1[CH:18]=[CH:17][C:16]([C:19]2[CH:20]=[CH:21][CH:22]=[CH:23][CH:24]=2)=[CH:15][CH:14]=1)([O-:3])=[O:2] |f:2.3.4|. Procedure details: A mixture of 3-Nitro-phenol (3.5 g, 25 mmole), 4-Bromomethyl-biphenyl (4.94 g, 20 mmole) and Potassium carbonate (3.8 g, 30 mmole) in 75 mL of acetone is stirred for 16 hr at room temperature. After removal of the solvent, the residue is taken up in ethyl acetate, washed with 1 N NaOH and brine, dried over Na2SO4, and concentrated to yield a solid. The solid is washed with methanol and dried under vacuum to afford 4-(3-Nitro-phenoxymethyl)-biphenyl. Reactants: N1(CCC1)S(=O)(=O)C1=C(C=CC=C1)S(=O)(=O)N (2-(azetidin-1-ylsulfonyl)benzenesulfonamide), COC(NC1=NC(=NC(=N1)OC)OC)=O (4,6-dimethoxy-1,3,5-triazin-2-ylcarbamic acid methyl ester), resultant solution, ClCCl (dichloromethane), C[Al](C)C (trimethylaluminum). The solvent is C1(=CC=CC=C1)C (toluene). Product: N1(CCC1)S(=O)(=O)C1=C(C=CC=C1)S(=O)(=O)NC(=O)NC1=NC(=NC(=N1)OC)OC (2-(Azetidin-1-ylsulfonyl)-N-[(4,6-dimethoxy-1,3,5-triazin-2-yl)aminocarbonyl]benzenesulfonamide). Yield: 23.8%. As a reaction SMILES: [N:1]1([S:5]([C:8]2[CH:13]=[CH:12][CH:11]=[CH:10][C:9]=2[S:14]([NH2:17])(=[O:16])=[O:15])(=[O:7])=[O:6])[CH2:4][CH2:3][CH2:2]1.ClCCl.C[Al](C)C.C[O:26][C:27](=O)[NH:28][C:29]1[N:34]=[C:33]([O:35][CH3:36])[N:32]=[C:31]([O:37][CH3:38])[N:30]=1>C1(C)C=CC=CC=1>[N:1]1([S:5]([C:8]2[CH:13]=[CH:12][CH:11]=[CH:10][C:9]=2[S:14]([NH:17][C:27]([NH:28][C:29]2[N:30]=[C:31]([O:37][CH3:38])[N:32]=[C:33]([O:35][CH3:36])[N:34]=2)=[O:26])(=[O:16])=[O:15])(=[O:7])=[O:6])[CH2:4][CH2:3][CH2:2]1. Procedure: In a dry flask under nitrogen was placed 1.20 gram of 2-(azetidin-1-ylsulfonyl)benzenesulfonamide, 50 ml of dry dichloromethane and 2.48 ml of 2M trimethylaluminum in toluene. To this was added 0.885 g of 4,6-dimethoxy-1,3,5-triazin-2-ylcarbamic acid methyl ester and the resultant solution was heated to reflux for 12 hours. The solution was washed with 50 ml of a water/acetic acid/1N HCl solution (40:10:0.4). The organic fraction was concentrated and chromatographed on silica gel (ethyl acetate/...